Dataset: the Open Reaction Database (ORD), a public repository of structured organic reaction records. Task: describe an organic reaction: reactants, conditions, products, and yield Starting materials: Cl (hydrochloric acid), C([O-])([O-])=O.[K+].[K+] (potassium carbonate), BrCCCCCCC (bromoheptane), C1(=CC=CC=C1)N1N=C2C(N=CN=C2SCC(=O)OCC)=C1O (2-phenyl-3-hydroxy-7-ethoxycarbonylmethylthio-pyrazolo[4,3-d]pyrimidine). Solvent: CN(C)C=O (DMF). Conditions: time 48 hour. Yields the product C1(=CC=CC=C1)N1N=C2C(N=CN=C2SCC(=O)OCC)=C1OCCCCCCC (2-Phenyl-3-n-heptyloxy-7-ethoxycarbonylmethylthio-pyrazolo[4,3-d]pyrimidine). Reaction SMILES: [C:1]1([N:7]2[C:22]([OH:23])=[C:10]3[N:11]=[CH:12][N:13]=[C:14]([S:15][CH2:16][C:17]([O:19][CH2:20][CH3:21])=[O:18])[C:9]3=[N:8]2)[CH:6]=[CH:5][CH:4]=[CH:3][CH:2]=1.C(=O)([O-])[O-].[K+].[K+].Br[CH2:31][CH2:32][CH2:33][CH2:34][CH2:35][CH2:36][CH3:37].Cl>CN(C=O)C>[C:1]1([N:7]2[C:22]([O:23][CH2:31][CH2:32][CH2:33][CH2:34][CH2:35][CH2:36][CH3:37])=[C:10]3[N:11]=[CH:12][N:13]=[C:14]([S:15][CH2:16][C:17]([O:19][CH2:20][CH3:21])=[O:18])[C:9]3=[N:8]2)[CH:2]=[CH:3][CH:4]=[CH:5][CH:6]=1 |f:1.2.3|. Procedure: 1 g of 2-phenyl-3-hydroxy-7-ethoxycarbonylmethylthio-pyrazolo[4,3-d]pyrimidine was dissolved in 10 ml of DMF, and 0.5 g of anhydrous potassium carbonate and 0.65 g of bromoheptane were added thereto. The mixture was stirred at room temperature for 48 hours. Then, after confirming the completion of the reaction by means of TLC, an aqueous hydrochloric acid solution was added. The reaction mixture was extracted with chloroform. The chloroform layer was washed with an aqueous sodium chloride soluti... The reactants are FC1=CC=C(OC2=NC=CC=C2C(O)CCC2=CC=C(C=C2)OC)C=C1 (2-(4-Fluorophenoxy)-a-[2-(4-methoxyphenyl)ethyl]-3-pyridinemethanol), CC(=O)C.OS(=O)(=O)O.O=[Cr](=O)=O (Jones Reagent). Solvent: CC(=O)C (acetone), CCCCCC (hexane). The product is FC1=CC=C(OC2=NC=CC=C2C(CCC2=CC=C(C=C2)OC)=O)C=C1 (1-[2-(4-Fluorophenoxy)-3-pyridinyl]-3-(4-methoxyphenyl)-1-propanone). Isolated yield 77.1%. As a reaction SMILES: [F:1][C:2]1[CH:26]=[CH:25][C:5]([O:6][C:7]2[C:12]([CH:13]([CH2:15][CH2:16][C:17]3[CH:22]=[CH:21][C:20]([O:23][CH3:24])=[CH:19][CH:18]=3)[OH:14])=[CH:11][CH:10]=[CH:9][N:8]=2)=[CH:4][CH:3]=1.CC(C)=O.OS(O)(=O)=O.O=[Cr](=O)=O>CC(C)=O.CCCCCC>[F:1][C:2]1[CH:3]=[CH:4][C:5]([O:6][C:7]2[C:12]([C:13](=[O:14])[CH2:15][CH2:16][C:17]3[CH:22]=[CH:21][C:20]([O:23][CH3:24])=[CH:19][CH:18]=3)=[CH:11][CH:10]=[CH:9][N:8]=2)=[CH:25][CH:26]=1 |f:1.2.3|. Procedure: A solution of 353 mg (1.00 mmol) 2-(4-Fluorophenoxy)-a-[2-(4-methoxyphenyl)ethyl]-3-pyridinemethanol in 5 mL of acetone was cooled to 0° C. and treated with 1.6 mL (2.00 mmol) of 1.25 M Jones Reagent solution. The mixture was allowed to warm to rt and then quenched by the addition of 5 mL of isopropanol. The precipitate was removed by filtration, and the filtrate was evaporated and partitioned between 50 mL of saturated aqueous sodium hydrogencarbonate solution and 100 mL of EtOAc. The separated... Reactants: CC1=CC2=C(C=C1)OCC(=O)CO2 (Calone), C(CCCCCCC)OC1=CC=C(C=O)C=C1 (4-octyloxybenzaldehyde). Product: CC1=CC2=C(O\C(\C(/C(/O2)=C/C2=CC=C(C=C2)OCCCCCCCC)=O)=C/C2=CC=C(C=C2)OCCCCCCCC)C=C1 (7-methyl-2,4-bis[1-(4-octyloxyphenyl)meth-(Z)-ylidene]benzo[b]-1,4-dioxepin-3-one). As a reaction SMILES: [CH3:1][C:2]1[CH:7]=[CH:6][C:5]2[O:8][CH2:9][C:10]([CH2:12][O:13][C:4]=2[CH:3]=1)=[O:11].[CH2:14]([O:22][C:23]1[CH:30]=[CH:29][C:26]([CH:27]=O)=[CH:25][CH:24]=1)[CH2:15][CH2:16][CH2:17][CH2:18][CH2:19][CH2:20][CH3:21]>>[CH3:1][C:2]1[CH:7]=[CH:6][C:5]2[O:8]/[C:9](=[CH:27]\[C:26]3[CH:29]=[CH:30][C:23]([O:22][CH2:14][CH2:15][CH2:16][CH2:17][CH2:18][CH2:19][CH2:20][CH3:21])=[CH:24][CH:25]=3)/[C:10](=[O:11])/[C:12](=[CH:27]/[C:26]3[CH:29]=[CH:30][C:23]([O:22][CH2:14][CH2:15][CH2:16][CH2:17][CH2:18][CH2:19][CH2:20][CH3:21])=[CH:24][CH:25]=3)/[O:13][C:4]=2[CH:3]=1. Procedure details: Calone is reacted with 4-octyloxybenzaldehyde analogously to the reaction conditions of Example 1, giving 7-methyl-2,4-bis[1-(4-octyloxyphenyl)meth-(Z)-ylidene]benzo[b]-1,4-dioxepin-3-one. Starting materials: COC1CCNCC1 (4-methoxypiperidine), C(C)N1CCOCC1 (N-ethylmorpholine), COC(=O)C1=NC2=CC(=CC=C2C(=C1)OCC(=O)O)C (4-Carboxymethoxy-7-methyl-quinoline-2-carboxylic acid methyl ester), FC1=C(C(=C(C(=C1O)F)F)F)F (pentafluorophenol). Run in C(Cl)Cl (DCM), CN(C)C=O (DMF), CN(C)C=O (DMF), C(CCl)Cl (EDC). Yields the product COC(=O)C1=NC2=CC(=CC=C2C(=C1)OCC(=O)N1CCC(CC1)OC)C (4-[2-(4-Methoxy-piperidin-1-yl)-2-oxo-ethoxy]-7-methyl-quinoline-2-carboxylic acid methyl ester). Reaction SMILES: [CH3:1][O:2][C:3]([C:5]1[CH:14]=[C:13]([O:15][CH2:16][C:17]([OH:19])=O)[C:12]2[C:7](=[CH:8][C:9]([CH3:20])=[CH:10][CH:11]=2)[N:6]=1)=[O:4].FC1C(O)=C(F)C(F)=C(F)C=1F.[CH3:33][O:34][CH:35]1[CH2:40][CH2:39][NH:38][CH2:37][CH2:36]1.C(N1CCOCC1)C>CN(C=O)C.C(Cl)Cl.C(Cl)CCl>[CH3:1][O:2][C:3]([C:5]1[CH:14]=[C:13]([O:15][CH2:16][C:17]([N:38]2[CH2:39][CH2:40][CH:35]([O:34][CH3:33])[CH2:36][CH2:37]2)=[O:19])[C:12]2[C:7](=[CH:8][C:9]([CH3:20])=[CH:10][CH:11]=2)[N:6]=1)=[O:4]. Procedure details: To a solution of 1000 mg 4-Carboxymethoxy-7-methyl-quinoline-2-carboxylic acid methyl ester in 5 ml DMF were added 956 mg pentafluorophenol and 994 mg EDC. The mixture was stirred under exclusion of moisture until LCMS indicated complete conversion to the corresponding pentafluorophenolester. 4-methoxypiperidine (379 mg) was mixed with 1.3 ml N-ethylmorpholine and 10 ml DMF and this mixture added dropwise to the solution of the pentafluorophenolester. After 12 h the reaction mixture was diluted ... Reactants: ClCCl, CN(C)C=O, O=C(Cl)C(=O)Cl, O=C(O)C=Cc1ccc(Cl)cc1. The product is O=C(Cl)C=Cc1ccc(Cl)cc1. Reaction SMILES: [CH2:24]([Cl:25])[Cl:26].[CH3:19][N:20]([CH3:21])[CH:22]=[O:23].[Cl:13][C:14]([C:15]([Cl:16])=[O:17])=[O:18].[OH:1][C:2](=[O:3])[CH:4]=[CH:5][c:6]1[cH:7][cH:8][c:9]([Cl:10])[cH:11][cH:12]1>>[O:1]=[C:2]([CH:4]=[CH:5][c:6]1[cH:7][cH:8][c:9]([Cl:10])[cH:11][cH:12]1)[Cl:13]. Reactants: CN1CCOCC1 (4-methylmorpholine), COC1=C(C(=O)Cl)C=CC=C1 (2-methoxybenzoyl chloride), ClC=1C=C(C=CC1Cl)C1(CNCC1)CCO (3-(3,4-Dichloro-phenyl)-3-(2-hydroxy-ethyl)-pyrrolidine). Run in ClCCl (dichloromethane), ClCCl (dichloromethane). Reaction conditions: temperature 0 celsius, time 4.5 hour. The product is ClC=1C=C(C=CC1Cl)C1(CN(CC1)C(C1=C(C=CC=C1)OC)=O)CCO (3-(3,4-dichloro-phenyl)-1-(2-methoxybenzoyl)-3-(2-hydroxy-ethyl)-pyrrolidine). Isolated yield 61.7%. RXN SMILES: [Cl:1][C:2]1[CH:3]=[C:4]([C:9]2([CH2:14][CH2:15][OH:16])[CH2:13][CH2:12][NH:11][CH2:10]2)[CH:5]=[CH:6][C:7]=1[Cl:8].CN1CCOCC1.[CH3:24][O:25][C:26]1[CH:34]=[CH:33][CH:32]=[CH:31][C:27]=1[C:28](Cl)=[O:29]>ClCCl>[Cl:1][C:2]1[CH:3]=[C:4]([C:9]2([CH2:14][CH2:15][OH:16])[CH2:13][CH2:12][N:11]([C:28](=[O:29])[C:27]3[CH:31]=[CH:32][CH:33]=[CH:34][C:26]=3[O:25][CH3:24])[CH2:10]2)[CH:5]=[CH:6][C:7]=1[Cl:8]. Procedure: 3-(3,4-Dichloro-phenyl)-3-(2-hydroxy-ethyl)-pyrrolidine, (218 mg, 0.83 mmol) was dissolved in dichloromethane at -78° C. and treated with 4-methylmorpholine (0.19 mL, 1.73 mmol, 2 eq.) and 2-methoxybenzoyl chloride (155 mg, 0.84 mmol, 1 eq.) in dichloromethane (3×1 mL). The solution was allowed to warm to 0° C. and stir for 4.5 hours. The solution was washed with 1N HCl and 5% sodium bicarbonate and the organic phase was dried over magnesium sulfate, filtered, and concentrated in vacuo. The resi... Starting materials: C(C)(=O)O (Acetic acid), CC(C)([O-])C.[K+] (potassium tert-butoxide), C1CCOC1 (THF), ice, C1CCC2=NCCCN2CC1 (DBU), BrC1=CC(=NC(=C1)C)C=O (4-bromo-6-methyl-pyridine-2-carbaldehyde), NC1C(N(CC1)COCC[Si](C)(C)C)=O (3-amino-1-(2-trimethylsilylethoxymethyl)pyrrolidin-2-one), C(=C)S(=O)(=O)C1=CC=CC=C1 (vinylsulfonylbenzene). Reagents/catalysts: C(C)(=O)[O-].[Ag+] (silver acetate). Solvent: C(Cl)Cl (DCM). Conditions: time 16 hour. Product: BrC1=CC(=NC(=C1)C)C1=NC2(CC1)C(N(CC2)COCC[Si](C)(C)C)=O (2-(4-bromo-6-methyl-2-pyridyl)-7-(2-trimethylsilylethoxymethyl)-1,7-diazaspiro[4.4]non-1-en-6-one). Yield: 49.5%. Reaction SMILES: [NH2:1][CH:2]1[CH2:6][CH2:5][N:4]([CH2:7][O:8][CH2:9][CH2:10][Si:11]([CH3:14])([CH3:13])[CH3:12])[C:3]1=[O:15].[Br:16][C:17]1[CH:22]=[C:21]([CH3:23])[N:20]=[C:19]([CH:24]=O)[CH:18]=1.[CH:26](S(C1C=CC=CC=1)(=O)=O)=[CH2:27].C1CCN2C(=NCCC2)CC1.CC(C)([O-])C.[K+].C1COCC1.C(O)(=O)C>C(Cl)Cl.C([O-])(=O)C.[Ag+]>[Br:16][C:17]1[CH:22]=[C:21]([CH3:23])[N:20]=[C:19]([C:24]2[CH2:27][CH2:26][C:2]3([CH2:6][CH2:5][N:4]([CH2:7][O:8][CH2:9][CH2:10][Si:11]([CH3:12])([CH3:14])[CH3:13])[C:3]3=[O:15])[N:1]=2)[CH:18]=1 |f:4.5,9.10|. Reported procedure: 3 A Molecular sieves (25 g, 14.5 mmol) were weighed into a 250 mL RB flask with a stirrer bar. The flask was heated for 10 minutes under vacuum with a hot air gun to dry the sieves. When the flask was cool, a solution of 3-amino-1-(2-trimethylsilylethoxymethyl)pyrrolidin-2-one (which may be prepared as described in Description 41) (3.34 g, 14.5 mmol) in dry DCM (60 mL) was added under N2 and 4-bromo-6-methyl-pyridine-2-carbaldehyde [CAS: 448906-71-6](2.9 g, 14.5 mmol) was added to the flask. The...